Dataset: the Open Reaction Database (ORD), a public repository of structured organic reaction records. Task: describe an organic reaction: reactants, conditions, products, and yield Starting materials: CON=C1CCS(C2=CC=C(C(=C12)C)C(=O)C=1C=NN(C1O)CC)(=O)=O (4-methoxyimino-5-methyl-6-(1-ethyl-5-hydroxypyrazol-4-yl)carbonylthiochroman-1,1-dioxide), N1N=CC=C1 (pyrazole), C(C(=O)C1=CC=CC=C1)Br (phenacyl bromide), C([O-])([O-])=O.[K+].[K+] (potassium carbonate). Run in CC(=O)C (acetone). Yields the product CON=C1CCS(C2=CC=C(C(=C12)C)C(=O)C=1C=NN(C1OCC(=O)C1=CC=CC=C1)CC)(=O)=O (4-methoxyimino-5-methyl-6-(1-ethyl-5-phenacyloxypyrazol-4-yl)carbonylthiochroman-1,1-dioxide). Isolated yield 52.0%. RXN SMILES: [CH3:1][O:2][N:3]=[C:4]1[C:13]2[C:8](=[CH:9][CH:10]=[C:11]([C:15]([C:17]3[CH:18]=[N:19][N:20]([CH2:23][CH3:24])[C:21]=3[OH:22])=[O:16])[C:12]=2[CH3:14])[S:7](=[O:26])(=[O:25])[CH2:6][CH2:5]1.N1C=CC=N1.[CH2:32](Br)[C:33]([C:35]1[CH:40]=[CH:39][CH:38]=[CH:37][CH:36]=1)=[O:34].C(=O)([O-])[O-].[K+].[K+]>CC(C)=O>[CH3:1][O:2][N:3]=[C:4]1[C:13]2[C:8](=[CH:9][CH:10]=[C:11]([C:15]([C:17]3[CH:18]=[N:19][N:20]([CH2:23][CH3:24])[C:21]=3[O:22][CH2:32][C:33]([C:35]3[CH:40]=[CH:39][CH:38]=[CH:37][CH:36]=3)=[O:34])=[O:16])[C:12]=2[CH3:14])[S:7](=[O:25])(=[O:26])[CH2:6][CH2:5]1 |f:3.4.5|. Procedure: 0.4 Gram (1.1 mmol) of 4-methoxyimino-5-methyl-6-(1-ethyl-5-hydroxypyrazol-4-yl)carbonylthiochroman-1,1-dioxide corresponding to pyrazole derivative (I-H), 0.23 g (1.2 mmol) of phenacyl bromide corresponding to compound B-A-Hal and 0.15 g of potassium carbonate were added to 10 ml of acetone, and the mixture was stirred under heat for 8 hours. Insolubles were removed by filtration, and then the acetone was distilled off. The residue was dissolved in ethyl acetate, and the mixture was washed with... Starting materials: [H-].[Na+] (NaH), C(CC(=O)OC)(=O)OC (dimethyl malonate), ice, Cl (HCl), ClC1=C(C=CC(=C1)Cl)[N+](=O)[O-] (2,4-dichloronitrobenzene), [OH-].[Na+] (NaOH). Run in CN1CCCC1=O (NMP). Yields the product COC(C(C(=O)OC)C1=C(C=C(C=C1)Cl)[N+](=O)[O-])=O (2-(4-Chloro-2-nitro-phenyl)-malonic acid dimethyl ester). Reaction SMILES: [H-].[Na+].[C:3]([O:10][CH3:11])(=[O:9])[CH2:4][C:5]([O:7][CH3:8])=[O:6].Cl[C:13]1[CH:18]=[C:17](Cl)[CH:16]=[CH:15][C:14]=1[N+:20]([O-:22])=[O:21].[ClH:23].[OH-].[Na+]>CN1C(=O)CCC1>[CH3:8][O:7][C:5](=[O:6])[CH:4]([C:13]1[CH:18]=[CH:17][C:16]([Cl:23])=[CH:15][C:14]=1[N+:20]([O-:22])=[O:21])[C:3]([O:10][CH3:11])=[O:9] |f:0.1,5.6|. Reported procedure: To a stirred slurry of NaH (36.0 g, 1500 mmol) in NMP (1.0 L) was added dimethyl malonate (137.4 mL, 1200 mmol) drop wise. The reaction was cooled as needed to keep the internal temperature below 30 degrees Celsius. After gas evolution ceased, 2,4-dichloronitrobenzene (192 g, 1000 mmol) was added to the reaction. It was carefully heated to 65 degrees Celsius until the reaction was complete as determined by HPLC. The reaction was cooled to room temperature, and then poured over 500 mL ice mixed w... Reactants: ClCCl, COc1ccc2c(c1)CCN1C(=O)C3CCCNC3CC21, CN1CCOCC1, CS(=O)(=O)Cl. Product: COc1ccc2c(c1)CCN1C(=O)C3CCCN(S(C)(=O)=O)C3CC21. Reaction SMILES: [CH2:34]([Cl:35])[Cl:36].[CH3:1][O:2][c:3]1[cH:4][c:5]2[c:18]([cH:19][cH:20]1)[CH:17]1[N:8]([CH2:7][CH2:6]2)[C:9](=[O:21])[CH:10]2[CH2:11][CH2:12][CH2:13][NH:14][CH:15]2[CH2:16]1.[CH3:22][N:23]1[CH2:24][CH2:25][O:26][CH2:27][CH2:28]1.[CH3:29][S:30]([Cl:31])(=[O:32])=[O:33]>>[CH3:1][O:2][c:3]1[cH:4][c:5]2[c:18]([cH:19][cH:20]1)[CH:17]1[N:8]([CH2:7][CH2:6]2)[C:9](=[O:21])[CH:10]2[CH2:11][CH2:12][CH2:13][N:14]([S:30]([CH3:29])(=[O:32])=[O:33])[CH:15]2[CH2:16]1.